Dataset: the Open Reaction Database (ORD), a public repository of structured organic reaction records. Task: describe an organic reaction: reactants, conditions, products, and yield Reactants: NC=1C(=NC2=CC=C(C=C2C1NCC(CO)O)F)C (3-amino-4-(2,3-dihydroxypropylamino)-6-fluoro-2-methylquinoline), C(=O)O (formic acid). The product is O.OC(CN1C=NC=2C(=NC=3C=CC(=CC3C21)F)C)CO (1-(2,3-dihydroxypropyl)-8-fluoro-4-methyl-1H-imidazo[4,5-c]quinoline hydrate). RXN SMILES: [NH2:1][C:2]1[C:3]([CH3:19])=[N:4][C:5]2[C:10]([C:11]=1[NH:12][CH2:13][CH:14]([OH:17])[CH2:15][OH:16])=[CH:9][C:8]([F:18])=[CH:7][CH:6]=2.[CH:20](O)=O>>[OH2:16].[OH:17][CH:14]([CH2:15][OH:16])[CH2:13][N:12]1[C:11]2[C:10]3[CH:9]=[C:8]([F:18])[CH:7]=[CH:6][C:5]=3[N:4]=[C:3]([CH3:19])[C:2]=2[N:1]=[CH:20]1 |f:2.3|. Procedure details: Using the method of Example 137, 3-amino-4-(2,3-dihydroxypropylamino)-6-fluoro-2-methylquinoline (from Example 42) was reacted with formic acid to provide 1-(2,3-dihydroxypropyl)-8-fluoro-4-methyl-1H-imidazo[4,5-c]quinoline hydrate, m.p. 237°-239° C. Analysis: Calculated for C14H14FN3O2.H2O: %C, 57.3; %H, 5.5; %N, 14.3; Found: %C, 57.6; %H, 5.4; %N, 14.4. Conditions: temperature 60 celsius, time 18 hour. Solvent: O (water), O1CCOCC1 (1,4-dioxane). The reactants are ClC1=CC=C2C(=N1)N(S(N2CC2C(C2)(F)F)(=O)=O)C (5-chloro-1-[(2,2-difluorocyclopropyl)methyl]-3-methyl-1,3-dihydro-[1,2,5]thiadiazolo[3,4-b]pyridine 2,2-dioxide), [O-]P(=O)([O-])[O-].[K+].[K+].[K+] (K3PO4), FC(S(=O)(=O)OC=1CC2C(CN(C2)C(=O)OC(C)(C)C)C1)(F)F (tert-Butyl 5-{[(trifluoromethyl)sulfonyl]oxy}-3,3a,4,6a-tetrahydrocyclo-penta-[c]pyrrole-2(1H)-carboxylate), bis(pinocolato)diboron, C(C)(=O)[O-].[K+] (potassium acetate). As a reaction SMILES: FC(F)(F)S(O[C:7]1[CH2:8][CH:9]2[CH2:13][N:12]([C:14]([O:16][C:17]([CH3:20])([CH3:19])[CH3:18])=[O:15])[CH2:11][CH:10]2[CH:21]=1)(=O)=O.C([O-])(=O)C.[K+].Cl[C:30]1[N:35]=[C:34]2[N:36]([CH3:47])[S:37](=[O:46])(=[O:45])[N:38]([CH2:39][CH:40]3[CH2:42][C:41]3([F:44])[F:43])[C:33]2=[CH:32][CH:31]=1.[O-]P([O-])([O-])=O.[K+].[K+].[K+]>C1C=CC(P(C2C=CC=CC=2)[C-]2C=CC=C2)=CC=1.C1C=CC(P(C2C=CC=CC=2)[C-]2C=CC=C2)=CC=1.Cl[Pd]Cl.[Fe+2].C([O-])(=O)C.[Pd+2].C([O-])(=O)C.O.O1CCOCC1>[F:44][C:41]1([F:43])[CH2:42][CH:40]1[CH2:39][N:38]1[C:33]2[C:34](=[N:35][C:30]([C:7]3[CH2:8][CH:9]4[CH2:13][N:12]([C:14]([O:16][C:17]([CH3:18])([CH3:19])[CH3:20])=[O:15])[CH2:11][CH:10]4[CH:21]=3)=[CH:31][CH:32]=2)[N:36]([CH3:47])[S:37]1(=[O:45])=[O:46] |f:1.2,4.5.6.7,8.9.10.11,12.13.14|. Procedure: tert-Butyl 5-{[(Trifluoromethyl)sulfonyl]oxy}-3,3a,4,6a-tetrahydrocyclo-penta[c]pyrrole-2(1H)-carboxylate (8-2, 1.3 g, 3.64 mmol, 1.0 equiv), bis(pinocolato)diboron (1.0 g, 4.0 mmol, 1.1 equiv), potassium acetate (1.1 g, 10.91 mmol, 3.0 equiv) and PdCl2(dppf) (0.19 g, 0.26 mmol, 0.07 equiv) were added to anhydrous 1,4-dioxane (4.6 mL) and heated to 60° C. After 18 h, the reaction contents were cooled to RT, followed by the subsequent addition of water (0.93 mL), 5-chloro-1-[(2,2-difluorocyclopro... Yields the product FC1(C(C1)CN1S(N(C2=NC(=CC=C21)C=2CC1C(CN(C1)C(=O)OC(C)(C)C)C2)C)(=O)=O)F (tert-Butyl 5-{1-[(2,2-difluorocyclopropyl)methyl]-3-methyl-2,2-dioxido-1,3-dihydro[1,2,5]thiadiazolo[3,4-b]pyridin-5-yl}-3,3a,4,6a-tetrahydrocyclopenta[c]-pyrrole-2(1H)-carboxylate). Reagents/catalysts: C(C)(=O)[O-].[Pd+2].C(C)(=O)[O-] (palladium(II) acetate), C1=CC=C(C=C1)P([C-]2C=CC=C2)C3=CC=CC=C3.C1=CC=C(C=C1)P([C-]2C=CC=C2)C3=CC=CC=C3.Cl[Pd]Cl.[Fe+2] (PdCl2(dppf)).